Dataset: the Open Reaction Database (ORD), a public repository of structured organic reaction records. Task: describe an organic reaction: reactants, conditions, products, and yield Starting materials: CCOCC, CC(=O)[O-], CCn1ncc2c(-c3ccnc(Cl)c3)c(CO)c(C)nc21, ClCCl, [Na+], O=[Cr](=O)([O-])Cl, c1cc[nH+]cc1. The product is CCn1ncc2c(-c3ccnc(Cl)c3)c(C=O)c(C)nc21. Reaction SMILES: [CH2:41]([O:42][CH2:43][CH3:44])[CH3:45].[CH3:34][C:35](=[O:36])[O-:37].[Cl:1][c:2]1[n:3][cH:4][cH:5][c:6](-[c:8]2[c:9]3[c:10]([n:11][c:12]([CH3:16])[c:13]2[CH2:14][OH:15])[n:17]([CH2:20][CH3:21])[n:18][cH:19]3)[cH:7]1.[Cl:38][CH2:39][Cl:40].[Na+:33].[O:22]=[Cr:23]([Cl:24])([O-:25])=[O:26].[nH+:27]1[cH:28][cH:29][cH:30][cH:31][cH:32]1>>[Cl:1][c:2]1[n:3][cH:4][cH:5][c:6](-[c:8]2[c:9]3[c:10]([n:11][c:12]([CH3:16])[c:13]2[CH:14]=[O:15])[n:17]([CH2:20][CH3:21])[n:18][cH:19]3)[cH:7]1.